Dataset: the Open Reaction Database (ORD), a public repository of structured organic reaction records. Task: describe an organic reaction: reactants, conditions, products, and yield Starting materials: CC(C)(C)OC(=O)N1CCC2C1CN2Cc1ccccc1, CCO, Cl. Product: c1ccc(CN2CC3NCCC32)cc1. Reaction SMILES: [CH2:1]([c:2]1[cH:3][cH:4][cH:5][cH:6][cH:7]1)[N:8]1[CH:9]2[CH2:10][CH2:11][N:12]([C:15]([O:16][C:17]([CH3:18])([CH3:19])[CH3:20])=[O:21])[CH:13]2[CH2:14]1.[CH3:23][CH2:24][OH:25].[ClH:22]>>[CH2:1]([c:2]1[cH:3][cH:4][cH:5][cH:6][cH:7]1)[N:8]1[CH:9]2[CH2:10][CH2:11][NH:12][CH:13]2[CH2:14]1. Starting materials: CC1=C(N=CN1)CSCCO (2-(5-Methyl-4-imidazolylmethylthio)ethanol), S(=O)(Cl)Cl (thionyl chloride), S(=O)(Cl)Cl (thionyl chloride). Run in C(Cl)(Cl)Cl (chloroform). Product: Cl.ClCCSCC=1N=CNC1C (1-chloro-2-(5-methyl-4-imidazolylmethylthio)ethane hydrochloride). As a reaction SMILES: [CH3:1][C:2]1[NH:6][CH:5]=[N:4][C:3]=1[CH2:7][S:8][CH2:9][CH2:10]O.S(Cl)([Cl:14])=O>C(Cl)(Cl)Cl>[ClH:14].[Cl:14][CH2:10][CH2:9][S:8][CH2:7][C:3]1[N:4]=[CH:5][NH:6][C:2]=1[CH3:1] |f:3.4|. Procedure details: 2-(5-Methyl-4-imidazolylmethylthio)ethanol (0.34 g, 2 mmol) and thionyl chloride (0.238 g, 2 mmol) were heated together, with stirring, at reflux temperature in chloroform (10 ml) for one hour, giving a grey solution and a green oil. A second equivalent of thionyl chloride (0.238 g) was added at reflux temperature and immediately the oil went into solution and a solid started to crystallise. After a further 15 minutes at reflux temperature the mixture was cooled and the solid collected (0.395 g)... Reactants: N (ammonia), ferric nitrate, three, [Li] (lithium), ice, C(CC#C)O (3-butyn-1-ol), BrCCCCCCCC (1-bromooctane). Run in O1CCCC1 (tetrahydrofuran), O1CCCC1 (tetrahydrofuran). The product is C(CC#CCCCCCCCC)O (3-dodecyn-1-ol). RXN SMILES: N.[Li].[CH2:3]([OH:7])[CH2:4][C:5]#[CH:6].Br[CH2:9][CH2:10][CH2:11][CH2:12][CH2:13][CH2:14][CH2:15][CH3:16]>O1CCCC1>[CH2:3]([OH:7])[CH2:4][C:5]#[C:6][CH2:9][CH2:10][CH2:11][CH2:12][CH2:13][CH2:14][CH2:15][CH3:16] |^1:1|. Procedure: To a mixture of 500 ml of anhydrous ammonia and 100 mg of ferric nitrate in a 2 liter three necked flask equiped with a mechanical stirrer and dry ice condenser was added 3.12 g of lithium wire in small portions. When the blue color had discharged, 14.0 g of 3-butyn-1-ol in 100 ml of tetrahydrofuran was added over 15 minutes and the reaction mixture refluxed for 1 hour. A solution of 34.5 ml of 1-bromooctane in 200 ml of tetrahydrofuran was added and the reaction mixture was allowed to reflux fo... Reactants: FC=1C=C(C=C(C1)F)C[C@@H]([C@@H]1OC1)NC(OCC1=CC=CC=C1)=O (Benzyl (1S)-2-(3,5-difluorophenyl)-1-[(2S)-oxiranyl]ethylcarbamate), COC1=CC=C2CCCC(C2=C1)N (7-methoxy-1,2,3,4-tetrahydro-1-naphthalenylamine), C(CC)N(C(=O)C=1C=C(C(=O)O)C=C(C1)CC)CCC (3-[(Dipropylamino)carbonyl]-5-ethylbenzoic acid). Yields the product C(C1=CC=CC=C1)[C@@H]([C@@H](CNCC1=CC(=CC=C1)OC)O)NC(C1=CC(=CC=C1)C#N)=O (N-{(1S,2R)-1-benzyl-2-hydroxy-3-[(3-methoxybenzyl)amino]propyl}-3-cyanobenzamide). RXN SMILES: F[C:2]1[CH:3]=[C:4]([CH2:9][C@H:10]([NH:14][C:15](=[O:24])OCC2C=CC=CC=2)[C@H:11]2[CH2:13][O:12]2)[CH:5]=[C:6](F)[CH:7]=1.[CH3:25][O:26][C:27]1[CH:36]=[C:35]2[C:30](CCC[CH:34]2[NH2:37])=[CH:29][CH:28]=1.C([N:41](CCC)[C:42]([C:44]1[CH:45]=[C:46]([CH:50]=[C:51](CC)[CH:52]=1)C(O)=O)=O)CC>>[CH2:9]([C@H:10]([NH:14][C:15](=[O:24])[C:51]1[CH:50]=[CH:46][CH:45]=[C:44]([C:42]#[N:41])[CH:52]=1)[C@H:11]([OH:12])[CH2:13][NH:37][CH2:34][C:35]1[CH:30]=[CH:29][CH:28]=[C:27]([O:26][CH3:25])[CH:36]=1)[C:4]1[CH:3]=[CH:2][CH:7]=[CH:6][CH:5]=1. Procedure details: Following the general procedure of EXAMPLEs 4, 5 and 6 and making non-critical variations but using tert-butyl 1-(2-oxiranyl)-2-phenylethylcarbamate (V), 3-methoxybenzylamine (VI) and 3-cyanobenzoic acid (IX), the title compound is obtained, MH+=430. Reactants: C(C)(C)(C)OC(=O)N1CC(N(C[C@@H]1CCOS(=O)(=O)C)C1=CC(=CC=C1)Cl)=O ((S)-4-(tert-butoxycarbonyl)-1-(3-chlorophenyl)-5-[2-(methanesulfonyloxy)ethyl]piperazin-2-one), C(C)[S-].[Na+] (sodium ethanethiolate), CCOC(=O)C (EtOAc). Run in CN(C)C=O (DMF). Reaction conditions: time 2 hour. Product: C(C)(C)(C)OC(=O)N1CC(N(C[C@@H]1CCSCC)C1=CC(=CC=C1)Cl)=O ((S)-4-(tert-butoxycarbonyl)-1-(3-chlorophenyl)-5-[2-(ethylthio)ethyl]piperazin-2-one). Reaction SMILES: [C:1]([O:5][C:6]([N:8]1[C@@H:13]([CH2:14][CH2:15]OS(C)(=O)=O)[CH2:12][N:11]([C:21]2[CH:26]=[CH:25][CH:24]=[C:23]([Cl:27])[CH:22]=2)[C:10](=[O:28])[CH2:9]1)=[O:7])([CH3:4])([CH3:3])[CH3:2].[CH2:29]([S-:31])[CH3:30].[Na+].CCOC(C)=O>CN(C=O)C>[C:1]([O:5][C:6]([N:8]1[C@@H:13]([CH2:14][CH2:15][S:31][CH2:29][CH3:30])[CH2:12][N:11]([C:21]2[CH:26]=[CH:25][CH:24]=[C:23]([Cl:27])[CH:22]=2)[C:10](=[O:28])[CH2:9]1)=[O:7])([CH3:4])([CH3:2])[CH3:3] |f:1.2|. Procedure details: To a solution of the mesylate from Step F (3.6 g, 8.3 mmol) in 100 mL of DMF at 0° C. was added sodium ethanethiolate (1.4 g, 16.6 mmol). After 2 hours, the reaction was poured into EtOAc, washed with sat. NaHCO3 and brine, dried (Na2SO4), filtered, and concentrated in vacuo to provide the crude product which was used in the next step without further purification. Reactants: OO (hydrogen peroxide), BrC1=CC2=C(SC(=C2)C)C=C1 (5-Bromo-2-methylbenzo[b]thiophene), C(C)(=O)O (acetic acid), O (Water). Product: BrC1=CC2=C(S(C(=C2)C)(=O)=O)C=C1 (5-bromo-2-methylbenzo[b]thiophene-1,1-dioxide). Reaction SMILES: [Br:1][C:2]1[CH:11]=[CH:10][C:5]2[S:6][C:7]([CH3:9])=[CH:8][C:4]=2[CH:3]=1.OO.[OH2:14].C(O)(=[O:17])C>>[Br:1][C:2]1[CH:11]=[CH:10][C:5]2[S:6](=[O:17])(=[O:14])[C:7]([CH3:9])=[CH:8][C:4]=2[CH:3]=1. Reported procedure: 5-Bromo-2-methylbenzo[b]thiophene (8.0 g, 35.2 mmol; prepared according to J. Med. Chem. 1986, 29, 1643) was dissolved in acetic acid (200 mL); 30% hydrogen peroxide (50 mL) was added and the mixture was refluxed for 4 h. Water (500 mL) was added and the mixture was extracted with benzene (300 mL). The organic layer was evaporated in vacuo and the residue was purified by column chromatography (silica gel Fluka 60, benzene) affording 5-bromo-2-methylbenzo[b]thiophene-1,1-dioxide. Reactants: COc1cc2ncnc(C3CCNCC3)c2cc1OC, O=C=Nc1ccc(C(F)(F)F)cc1, CN(C)C=O. The product is COc1cc2ncnc(C3CCN(C(=O)Nc4ccc(C(F)(F)F)cc4)CC3)c2cc1OC. Reaction SMILES: [CH3:1][O:2][c:3]1[cH:4][c:5]2[c:6]([CH:15]3[CH2:16][CH2:17][NH:18][CH2:19][CH2:20]3)[n:7][cH:8][n:9][c:10]2[cH:11][c:12]1[O:13][CH3:14].[N:21](=[C:22]=[O:23])[c:24]1[cH:25][cH:26][c:27]([C:30]([F:31])([F:32])[F:33])[cH:28][cH:29]1.[O:34]=[CH:35][N:36]([CH3:37])[CH3:38]>>[CH3:1][O:2][c:3]1[cH:4][c:5]2[c:6]([CH:15]3[CH2:16][CH2:17][N:18]([C:22]([NH:21][c:24]4[cH:25][cH:26][c:27]([C:30]([F:31])([F:32])[F:33])[cH:28][cH:29]4)=[O:23])[CH2:19][CH2:20]3)[n:7][cH:8][n:9][c:10]2[cH:11][c:12]1[O:13][CH3:14].